Dataset: the Open Reaction Database (ORD), a public repository of structured organic reaction records. Task: describe an organic reaction: reactants, conditions, products, and yield Reactants: CC(C)=O, O=[Mn]=O, OCC=Cc1ccc(-n2cccn2)nc1. Product: O=CC=Cc1ccc(-n2cccn2)nc1. As a reaction SMILES: [CH3:16][C:17](=[O:18])[CH3:19].[O:20]=[Mn:21]=[O:22].[n:1]1(-[c:6]2[cH:7][cH:8][c:9]([CH:12]=[CH:13][CH2:14][OH:15])[cH:10][n:11]2)[n:2][cH:3][cH:4][cH:5]1>>[n:1]1(-[c:6]2[cH:7][cH:8][c:9]([CH:12]=[CH:13][CH:14]=[O:15])[cH:10][n:11]2)[n:2][cH:3][cH:4][cH:5]1.